From a dataset of the Open Reaction Database (ORD), a public repository of structured organic reaction records. describe an organic reaction: reactants, conditions, products, and yield Yields the product C(C)(=O)N[C@@H](C)C(=O)O (N-Acetylalanine). Solvent: C(C)(=O)OCC (ethyl acetate). The reactants are NC(C)C(=O)O (DL-alanine), C(C)(=O)O (acetic acid), C(C)(=O)OC(C)=O (acetic anhydride). Reaction SMILES: [NH2:1][CH:2]([C:4]([OH:6])=[O:5])[CH3:3].[C:7](O)(=[O:9])[CH3:8].C(OC(=O)C)(=O)C>C(OCC)(=O)C>[C:7]([NH:1][C@H:2]([C:4]([OH:6])=[O:5])[CH3:3])(=[O:9])[CH3:8]. Conditions: temperature 100 celsius, time 2 hour. Procedure details: 134 g (1.50 mol) of DL-alanine are introduced into acetic acid and treated dropwise with 230 g (2.25 mol) of acetic anhydride. The mixture is additionally stirred at 100° C. for 2 h to complete the reaction and the solvent is then stripped off in vacuo. The solid obtained is suspended in ethyl acetate and filtered off with suction. For purification, the solid is washed several times with diethyl ether. Reactants: [H-].[Na+] (sodium hydride), ClC1=C(CN(C(OCC)=O)C2=C(C=C(C=C2C(F)(F)F)N)N)C=CC=C1 (Ethyl 2-chlorobenzyl[2,4-diamino-6-(trifluoromethyl)phenyl]carbamate), C([O-])(O)=O.[Na+] (sodium bicarbonate). Run in C(C)O (ethanol). The product is NC1=CC2=C(N(C(N2)=O)CC2=C(C=CC=C2)Cl)C(=C1)C(F)(F)F (5-amino-1-(2-chlorobenzyl)-7-(trifluoromethyl)-1,3-dihydro-2H-benzimidazol-2-one). Isolated yield 61.0%. RXN SMILES: [Cl:1][C:2]1[CH:26]=[CH:25][CH:24]=[CH:23][C:3]=1[CH2:4][N:5]([C:11]1[C:16]([C:17]([F:20])([F:19])[F:18])=[CH:15][C:14]([NH2:21])=[CH:13][C:12]=1[NH2:22])[C:6](=[O:10])OCC.[H-].[Na+].C(=O)(O)[O-].[Na+]>C(O)C>[NH2:21][C:14]1[CH:15]=[C:16]([C:17]([F:18])([F:20])[F:19])[C:11]2[N:5]([CH2:4][C:3]3[CH:23]=[CH:24][CH:25]=[CH:26][C:2]=3[Cl:1])[C:6](=[O:10])[NH:22][C:12]=2[CH:13]=1 |f:1.2,3.4|. Reported procedure: Ethyl 2-chlorobenzyl[2,4-diamino-6-(trifluoromethyl)phenyl]carbamate (85.6 mg) was dissolved in ethanol (10 ml), and to the solution was added sodium hydride (17.7 mg). The reaction mixture was heated at reflux for 24 hours. After allowing to cool, to the reaction mixture was added saturated aqueous sodium bicarbonate solution, and the mixture was extracted 4 times with chloroform. The organic layer was washed with saturated brine, dried over anhydrous sodium sulfate, and concentrated in vacuo. ... The reactants are [BH4-], CCO, CN=Cc1ccc2cc(OC)ccc2c1, Cl, [Na+]. The product is CNCc1ccc2cc(OC)ccc2c1. As a reaction SMILES: [BH4-:16].[CH3:19][CH2:20][OH:21].[CH3:1][O:2][c:3]1[cH:4][c:5]2[cH:6][cH:7][c:8]([CH:13]=[N:14][CH3:15])[cH:9][c:10]2[cH:11][cH:12]1.[ClH:18].[Na+:17]>>[CH3:1][O:2][c:3]1[cH:4][c:5]2[cH:6][cH:7][c:8]([CH2:13][NH:14][CH3:15])[cH:9][c:10]2[cH:11][cH:12]1.